This data is from the Open Reaction Database (ORD), a public repository of structured organic reaction records. The task is: describe an organic reaction: reactants, conditions, products, and yield Starting materials: CI (methyl iodide), [H-].[Na+] (NaH), OC1CCN(CC1)C1=CC=C(C(=O)O)C=C1 (4-(4-hydroxy-piperidin-1-yl)-benzoic acid). Product: COC1CCN(CC1)C1=CC=C(C(=O)O)C=C1 (4-(4-Methoxy-piperidin-1-yl)-Benzoic Acid). Run in CS(=O)C (DMSO), C1CCOC1 (THF), [Cl-].[Na+].O (brine). Yield: 33.1%. Conditions: time 16 hour. RXN SMILES: [OH:1][CH:2]1[CH2:7][CH2:6][N:5]([C:8]2[CH:16]=[CH:15][C:11]([C:12]([OH:14])=[O:13])=[CH:10][CH:9]=2)[CH2:4][CH2:3]1.[CH3:17]I.[H-].[Na+]>C1COCC1.CS(C)=O.[Cl-].[Na+].O>[CH3:17][O:1][CH:2]1[CH2:7][CH2:6][N:5]([C:8]2[CH:16]=[CH:15][C:11]([C:12]([OH:14])=[O:13])=[CH:10][CH:9]=2)[CH2:4][CH2:3]1 |f:2.3,6.7.8|. Procedure details: 170 mg (0.77 mmol) of 4-(4-hydroxy-piperidin-1-yl)-benzoic acid (reference example 113d) were dissolved in 3 ml of THF and 3 ml of DMSO, 120 mg (1.1 equiv) of methyl iodide and 68 mg (1.69 mmol) of NaH were added and stirred 16 h at room temperature. The mixture was poured into brine and extracted with DCM (3×) aqueous phase acidified with HCl to pH 1 and extracted again with DCM (3×). The combined organic extracts were washed with brine, dried with Na2SO4, filtered and evaporated. TLC (DCM/MeOH... Reactants: solution, C(=O)([O-])[O-].[Na+].[Na+] (Na2CO3), N1=CC=C(C=C1)B(O)O (pyridin-4-ylboronic acid), tetrakis(triphenylphoshine)palladium, ClC1=CC=NC2=C1C(NN=C2)=O (4-chloropyrido[3,2-d]pyridazin-5(6H)-one), C(=O)(O)[O-].[Na+] (NaHCO3). Run in C(Cl)Cl.CO (DCM methanol), CC(OCC)=O (EA), C(C)O (ethanol), C1(=CC=CC=C1)C (toluene), O (water). Reaction conditions: temperature 130 celsius. The product is N1=CC=C(C=C1)C1=CC=NC2=C1C(NN=C2)=O (4-(Pyridin-4-yl)pyrido[3,2-d]pyridazin-5(6H)-one). Reaction SMILES: Cl[C:2]1[C:7]2[C:8](=[O:12])[NH:9][N:10]=[CH:11][C:6]=2[N:5]=[CH:4][CH:3]=1.C([O-])([O-])=O.[Na+].[Na+].[N:19]1[CH:24]=[CH:23][C:22](B(O)O)=[CH:21][CH:20]=1.C([O-])(O)=O.[Na+]>C(O)C.C1(C)C=CC=CC=1.O.CC(=O)OCC.C(Cl)Cl.CO>[N:19]1[CH:24]=[CH:23][C:22]([C:2]2[C:7]3[C:8](=[O:12])[NH:9][N:10]=[CH:11][C:6]=3[N:5]=[CH:4][CH:3]=2)=[CH:21][CH:20]=1 |f:1.2.3,5.6,11.12|. Procedure details: A reaction tube was charged with a solution of 4-chloropyrido[3,2-d]pyridazin-5(6H)-one (0.354 mmol) in 1 mL of ethanol and 1 mL of toluene under argon. To this suspension, a 2M solution of Na2CO3 (0.531 mmol) and pyridin-4-ylboronic acid (0.354 mmol) were added. Then, tetrakis(triphenylphoshine)palladium (0.035 mmol) was added. The reaction mixture was heated in a CEM microwave at about 130° C. for about 20 min. The reaction was monitored by TLC (DCM/methanol=9:1). After completion of the react... Reactants: CC(C)(C)OC(=O)CCCOc1cc(Cl)c(-c2cnc(C(F)(F)F)cc2C#N)cc1S(=O)(=O)N1CCCCc2ccccc21, Cl, C1COCCO1. Yields the product N#Cc1cc(C(F)(F)F)ncc1-c1cc(S(=O)(=O)N2CCCCc3ccccc32)c(OCCCC(=O)O)cc1Cl. As a reaction SMILES: [C:1]([CH3:2])([CH3:3])([CH3:4])[O:5][C:6]([CH2:7][CH2:8][CH2:9][O:10][c:11]1[c:12]([S:30](=[O:31])(=[O:32])[N:33]2[c:34]3[c:35]([cH:40][cH:41][cH:42][cH:43]3)[CH2:36][CH2:37][CH2:38][CH2:39]2)[cH:13][c:14](-[c:18]2[cH:19][n:20][c:21]([C:26]([F:27])([F:28])[F:29])[cH:22][c:23]2[C:24]#[N:25])[c:15]([Cl:17])[cH:16]1)=[O:44].[ClH:45].[O:46]1[CH2:47][CH2:48][O:49][CH2:50][CH2:51]1>>[O:5]=[C:6]([CH2:7][CH2:8][CH2:9][O:10][c:11]1[c:12]([S:30](=[O:31])(=[O:32])[N:33]2[c:34]3[c:35]([cH:40][cH:41][cH:42][cH:43]3)[CH2:36][CH2:37][CH2:38][CH2:39]2)[cH:13][c:14](-[c:18]2[cH:19][n:20][c:21]([C:26]([F:27])([F:28])[F:29])[cH:22][c:23]2[C:24]#[N:25])[c:15]([Cl:17])[cH:16]1)[OH:44]. Starting materials: ClC1=C(C=CC(=C1)Cl)Br (2,4-dichloro-bromobenzene), OC1=CC=C(OC(C(=O)N2OCCC2)C)C=C1 (N-[(±)-2-(4-hydroxyphenoxy)propionyl]isoxazolidine), C([O-])([O-])=O.[K+].[K+] (potassium carbonate), CS(=O)C (dimethylsulfoxide). The solvent is C1=CC=CC=C1 (benzene), O (water). Run at temperature 120 celsius, time 4 hour. Product: ClC1=C(OC2=CC=C(OC(C(=O)N3OCCC3)C)C=C2)C=CC(=C1)Cl (N-[(±)-2-[4-(2,4-dichlorophenoxy)phenoxy]propionyl]isoxazolidine). Isolated yield 80.9%. Reaction SMILES: [Cl:1][C:2]1[CH:7]=[C:6]([Cl:8])[CH:5]=[CH:4][C:3]=1Br.[OH:10][C:11]1[CH:26]=[CH:25][C:14]([O:15][CH:16]([CH3:24])[C:17]([N:19]2[CH2:23][CH2:22][CH2:21][O:20]2)=[O:18])=[CH:13][CH:12]=1.C(=O)([O-])[O-].[K+].[K+].CS(C)=O>C1C=CC=CC=1.O>[Cl:1][C:2]1[CH:7]=[C:6]([Cl:8])[CH:5]=[CH:4][C:3]=1[O:10][C:11]1[CH:12]=[CH:13][C:14]([O:15][CH:16]([CH3:24])[C:17]([N:19]2[CH2:23][CH2:22][CH2:21][O:20]2)=[O:18])=[CH:25][CH:26]=1 |f:2.3.4|. Procedure details: A mixture of 2,4-dichloro-bromobenzene (22.6 g), N-[(±)-2-(4-hydroxyphenoxy)propionyl]isoxazolidine (23.7 g) which was prepared as in Example 3, anhydrous potassium carbonate (14.5 g) and dimethylsulfoxide (200 ml) was stirred at 120° C. for 4 hours. After the reaction mixture was cooled, water and benzene were added thereto whereby to form two layers. The organic layer so separated was washed with 1 N aqueous sodium hydroxide solution and then with water and dried over anhydrous sodium sulfate.... The reactants are CCO, O, CCOC(=O)c1cc(-c2ccc(-c3ccco3)cc2)n(-c2ccc(S(C)(=O)=O)cc2)n1. Yields the product CS(=O)(=O)c1ccc(-n2nc(C(=O)O)cc2-c2ccc(-c3ccco3)cc2)cc1. RXN SMILES: [CH3:33][CH2:34][OH:35].[OH2:32].[o:1]1[c:2](-[c:6]2[cH:7][cH:8][c:9](-[c:12]3[cH:13][c:14]([C:27](=[O:28])[O:29][CH2:30][CH3:31])[n:15][n:16]3-[c:17]3[cH:18][cH:19][c:20]([S:23](=[O:24])(=[O:25])[CH3:26])[cH:21][cH:22]3)[cH:10][cH:11]2)[cH:3][cH:4][cH:5]1>>[o:1]1[c:2](-[c:6]2[cH:7][cH:8][c:9](-[c:12]3[cH:13][c:14]([C:27](=[O:28])[OH:29])[n:15][n:16]3-[c:17]3[cH:18][cH:19][c:20]([S:23](=[O:24])(=[O:25])[CH3:26])[cH:21][cH:22]3)[cH:10][cH:11]2)[cH:3][cH:4][cH:5]1. Reaction SMILES: [C:1]([O:4][C:5]1[CH:6]=[C:7]([C:15](=[O:17])[CH3:16])[CH:8]=[C:9]([O:11][C:12](=[O:14])[CH3:13])[CH:10]=1)(=[O:3])[CH3:2].[Br:18]Br>C(=S)=S>[C:12]([O:11][C:9]1[CH:8]=[C:7]([C:15](=[O:17])[CH2:16][Br:18])[CH:6]=[C:5]([O:4][C:1](=[O:3])[CH3:2])[CH:10]=1)(=[O:14])[CH3:13]. The product is C(C)(=O)OC=1C=C(C=C(C1)OC(C)=O)C(CBr)=O (3',5'-diacetyloxy-2-bromoacetophenone). The reactants are C(C)(=O)OC=1C=C(C=C(C1)OC(C)=O)C(C)=O (3',5'-diacetyloxyacetophenone), BrBr (bromine). Run in C(=S)=S (carbon disulfide), C(=S)=S (carbon disulfide). Procedure details: 4 g of 3',5'-diacetyloxyacetophenone was suspended in 75 ml of carbon disulfide. Thereto was dropwise added a solution of 0.90 ml of bromine dissolved in 25 ml of carbon disulfide, at room temperature in about 1 hour. The system was heated to about 50° C. ocassionally in the course of dropwise addition and, each time when a reaction started, the system was returned to room temperature and stirred. After the completion of the dropwise addition, stirring was conducted at room temperature for 1 hou... Run at temperature 50 celsius, time 1 hour.